This data is from the Open Reaction Database (ORD), a public repository of structured organic reaction records. The task is: describe an organic reaction: reactants, conditions, products, and yield The reactants are solution, C(CCC)[Li] (butyllithium), BrC1=C(C=CC=C1)C1=C(C=CC=C1)Br (2,2'-dibromobiphenyl), C(C)OCC (diethyl ether), 0C, ClP1OC2=C(C3=C1C=CC=C3)C=CC=C2 (6-chloro-6H-dibenz[c,e][1,2]oxaphosphorine), Cl (hydrochloric acid). The solvent is CCCCCC (hexane), O (water), CC=1C=CC=CC1C (o-xylene). Reaction conditions: temperature 20 celsius, time 24 hour. The product is C1=CC=CC=2PC3=C(C21)C(=CC=C3)C3=C(C=CC=C3)C3=C(C=CC=C3)O (2-(dibenzophosphol-9-yl)-2'-hydroxybiphenyl). RXN SMILES: C([Li])CCC.Br[C:7]1[CH:12]=[CH:11][CH:10]=[CH:9][C:8]=1[C:13]1[CH:18]=[CH:17][CH:16]=[CH:15][C:14]=1Br.Cl[P:21]1[C:26]2[CH:27]=[CH:28][CH:29]=[CH:30][C:25]=2[C:24]2[CH:31]=[CH:32][CH:33]=[CH:34][C:23]=2O1.Cl.C([O:38]CC)C>CCCCCC.CC1C=CC=CC=1C.O>[CH:31]1[C:24]2[C:25]3[C:30]([C:7]4[CH:12]=[CH:11][CH:10]=[CH:9][C:8]=4[C:13]4[CH:18]=[CH:17][CH:16]=[CH:15][C:14]=4[OH:38])=[CH:29][CH:28]=[CH:27][C:26]=3[PH:21][C:23]=2[CH:34]=[CH:33][CH:32]=1. Reported procedure: 46 ml of a 1.6M solution of butyllithium in hexane are added dropwise to a solution of 11.4 g (36.54 mmol) of 2,2'-dibromobiphenyl in 60 ml of diethyl ether. The mixture is then stirred for 24 hours at 20° C. To this is then added, at 0C, a solution of 8.6 g (36.5 mmol) of 6-chloro-6H-dibenz[c,e][1,2]oxaphosphorine in 30 ml of o-xylene. The mixture is then stirred for a further 2 hours at 25° C. and 3 hours at 50° C. The mixture is cooled to room temperature and 100 ml of water are carefully add... Procedure: To m-methoxyanisole (100 g) in DMSO (350 ml) was added 39 g sodium hydride (50%) in portions. The solution was stirred at room temperature under nitrogen overnight. 4-Trifluoromethyl-1,2-dichlorobenzene (173.2 g) was added to the solution in one portion, followed by copper powder (2 spatulas) and 18-crown ether (i,4,7,10,13,16-hexaoxacyclooctadecane, 2 g). The slurry was kept 152°-170° under nitrogen for 24 hours, then added to ice (1.5 l). The mixture was allowed to stand until the ice melted, ... The product is O(C1=CC=CC=C1)COC1=CC=CC=C1 (phenoxy methoxybenzene). Run in petroleum ether. Reaction conditions: time 8 hour. Reaction SMILES: CO[C:3]1[CH:4]=[C:5]([O:9][CH3:10])[CH:6]=[CH:7][CH:8]=1.[H-].[Na+].FC(F)(F)[C:15]1[CH:20]=[CH:19][C:18](Cl)=[C:17](Cl)[CH:16]=1.CS(C)=[O:27]>[Cu]>[O:27]([CH2:10][O:9][C:5]1[CH:4]=[CH:3][CH:8]=[CH:7][CH:6]=1)[C:15]1[CH:20]=[CH:19][CH:18]=[CH:17][CH:16]=1 |f:1.2|. The reactants are COC=1C=C(C=CC1)OC (m-methoxyanisole), [H-].[Na+] (sodium hydride), CS(=O)C (DMSO), 18-crown ether, ice, FC(C1=CC(=C(C=C1)Cl)Cl)(F)F (4-Trifluoromethyl-1,2-dichlorobenzene), ice. Reagents/catalysts: [Cu] (copper).